This data is from the Open Reaction Database (ORD), a public repository of structured organic reaction records. The task is: describe an organic reaction: reactants, conditions, products, and yield The reactants are FC(F)(F)c1cc(Br)nc(C(F)(F)F)c1, C=CCNC(=O)OC(C)(C)C, C1CCOC1, B1C2CCCC1CCC2, [K+], [K+], O=C([O-])[O-], CC(=O)[O-], CC(=O)[O-], CN(C)C=O, O, [Pd+2]. As a reaction SMILES: [Br:21][c:22]1[n:23][c:24]([C:32]([F:33])([F:34])[F:35])[cH:25][c:26]([C:28]([F:29])([F:30])[F:31])[cH:27]1.[CH2:1]([CH:2]=[CH2:3])[NH:4][C:5]([O:6][C:7]([CH3:8])([CH3:9])[CH3:10])=[O:11].[CH2:42]1[O:43][CH2:44][CH2:45][CH2:46]1.[CH:12]12[CH2:13][CH2:14][CH2:15][CH:16]([BH:17]1)[CH2:18][CH2:19][CH2:20]2.[K+:36].[K+:37].[O-:38][C:39]([O-:40])=[O:41].[O-:53][C:54]([CH3:55])=[O:56].[O-:57][C:58]([CH3:59])=[O:60].[O:47]=[CH:48][N:49]([CH3:50])[CH3:51].[OH2:61].[Pd+2:52]>>[CH2:1]([CH2:2][CH2:3][c:22]1[n:23][c:24]([C:32]([F:33])([F:34])[F:35])[cH:25][c:26]([C:28]([F:29])([F:30])[F:31])[cH:27]1)[NH:4][C:5]([O:6][C:7]([CH3:8])([CH3:9])[CH3:10])=[O:11]. Product: CC(C)(C)OC(=O)NCCCc1cc(C(F)(F)F)cc(C(F)(F)F)n1. The reactants are COC(C1=C(C=C(C=C1)OCC(NN1CCCCC1)=O)OCCCCOC)=O (2-(4-methoxybutoxy)-4-(piperidin-1-ylcarbamoylmethoxy)-benzoic acid methyl ester). Solvent: O1CCCC1 (tetrahydrofuran), O1CCCC1 (tetrahydrofuran). Run at time 4 hour. Product: COC(C1=C(C=C(C=C1)OCCN1CCCCC1)OCCCCOC)=O (2-(4-Methoxybutoxy)-4-(piperidin-1-ylethoxy)-benzoic acid methyl ester), oil. RXN SMILES: [CH3:1][O:2][C:3](=[O:28])[C:4]1[CH:9]=[CH:8][C:7]([O:10][CH2:11][C:12](=O)[NH:13]N2CCCCC2)=[CH:6][C:5]=1[O:21][CH2:22][CH2:23][CH2:24][CH2:25][O:26][CH3:27]>O1CCCC1>[CH3:1][O:2][C:3](=[O:28])[C:4]1[CH:9]=[CH:8][C:7]([O:10][CH2:11][CH2:12][N:13]2[CH2:8][CH2:9][CH2:4][CH2:5][CH2:6]2)=[CH:6][C:5]=1[O:21][CH2:22][CH2:23][CH2:24][CH2:25][O:26][CH3:27]. Procedure: A solution of 2-(4-methoxybutoxy)-4-(piperidin-1-ylcarbamoylmethoxy)-benzoic acid methyl ester (2.29 g) in tetrahydrofuran (10 ml) is added dropwise at 0°-5° C. over a period of 15 minutes to a 1M borane THF complex solution in tetrahydrofuran (10.0 ml). The mixture is then heated to reflux temperature and stirred for 4 hours. A further 2.0 ml of a 1M borane THF complex solution are added. After one hour under reflux, the mixture is allowed to cool, the solvent is removed, and anhydrous methanol... Starting materials: COc1cc(C(=O)C(C)N2CCC(N3Cc4ccccc4NC3=NC#N)CC2)cc(OC)c1OC, CCO. Yields the product COc1cc(C(O)C(C)N2CCC(N3Cc4ccccc4NC3=NC#N)CC2)cc(OC)c1OC. Reaction SMILES: [CH3:1][O:2][c:3]1[cH:4][c:5]([C:13]([CH:14]([CH3:15])[N:16]2[CH2:17][CH2:18][CH:19]([N:22]3[C:23](=[N:32][C:33]#[N:34])[NH:24][c:25]4[cH:26][cH:27][cH:28][cH:29][c:30]4[CH2:31]3)[CH2:20][CH2:21]2)=[O:35])[cH:6][c:7]([O:11][CH3:12])[c:8]1[O:9][CH3:10].[CH3:36][CH2:37][OH:38]>>[CH3:1][O:2][c:3]1[cH:4][c:5]([CH:13]([CH:14]([CH3:15])[N:16]2[CH2:17][CH2:18][CH:19]([N:22]3[C:23](=[N:32][C:33]#[N:34])[NH:24][c:25]4[cH:26][cH:27][cH:28][cH:29][c:30]4[CH2:31]3)[CH2:20][CH2:21]2)[OH:35])[cH:6][c:7]([O:11][CH3:12])[c:8]1[O:9][CH3:10]. The reactants are C1(CCCCC1)CC(C(=O)O)C1=CC=C(C=C1)OCC1=NC2=CC=CC=C2C=C1 (3-cyclohexyl-2-[4-(quinolin-2-yl-methoxy)phenyl]-propionic acid), C(=O)(N1C=NC=C1)N1C=NC=C1 (1,1'-carbonyldiimidazole), Cl.CN(O)C (N,N-dimethylhydroxylamine hydrochloride). The solvent is C(Cl)Cl (methylene chloride). Conditions: time 15 minute. Yields the product CN(OC(C(C)(C1=CC=C(C=C1)OCC1=NC2=CC=CC=C2C=C1)C1CCCCC1)=O)C (N,N-Dimethyl-O-{2-cyclohexyl-2-[4-(quinolin-2-yl-methoxy)phenyl]propionyl}-hydroxylamine). Isolated yield 171.1%. As a reaction SMILES: C1([CH2:7][CH:8]([C:12]2[CH:17]=[CH:16][C:15]([O:18][CH2:19][C:20]3[CH:29]=[CH:28][C:27]4[C:22](=[CH:23][CH:24]=[CH:25][CH:26]=4)[N:21]=3)=[CH:14][CH:13]=2)[C:9]([OH:11])=[O:10])CCCCC1.C(N1[CH:41]=[CH:40]N=C1)(N1C=CN=C1)=O.Cl.[CH3:43][N:44]([CH3:46])O>C(Cl)Cl>[CH3:43][N:44]([CH3:46])[O:11][C:9](=[O:10])[C:8]([CH:41]1[CH2:40][CH2:13][CH2:12][CH2:8][CH2:7]1)([C:12]1[CH:13]=[CH:14][C:15]([O:18][CH2:19][C:20]2[CH:29]=[CH:28][C:27]3[C:22](=[CH:23][CH:24]=[CH:25][CH:26]=3)[N:21]=2)=[CH:16][CH:17]=1)[CH3:7] |f:2.3|. Reported procedure: To a solution of 3-cyclohexyl-2-[4-(quinolin-2-yl-methoxy)phenyl]-propionic acid (389 mg, 1 mmol) in methylene chloride (10 mL) was added 1,1'-carbonyldiimidazole (162 mg, 1 mmol). The mixture was stirred at ambient temperature for 15 minutes and then N,N-dimethylhydroxylamine hydrochloride (147 mg, 1.5 mmol) was added. The resulting mixture was stirred at ambient temperature for an additional 20 minutes and then partitioned between ethyl acetate (50 mL) and saturated NaHCO3 (5 mL). The organic ... RXN SMILES: C([O:3][C:4]([CH2:6][C:7]1[CH:28]=[CH:27][C:10]([O:11][CH2:12][CH:13]([OH:26])[CH2:14][NH:15][CH:16]([CH3:25])[CH2:17][CH2:18][C:19]2[CH:24]=[CH:23][CH:22]=[CH:21][CH:20]=2)=[CH:9][CH:8]=1)=[O:5])C.[ClH:29]>C(O)C>[ClH:29].[C:4]([CH2:6][C:7]1[CH:28]=[CH:27][C:10]([O:11][CH2:12][CH:13]([OH:26])[CH2:14][NH:15][CH:16]([CH3:25])[CH2:17][CH2:18][C:19]2[CH:20]=[CH:21][CH:22]=[CH:23][CH:24]=2)=[CH:9][CH:8]=1)([OH:5])=[O:3] |f:3.4|. Reported procedure: In this example, 3 g of 1-(4-ethoxycarbonylmethylphenoxy)-3-(1-methyl-3-phenylpropylamino)-2-propanol (Compound 14) is dissolved in 20 ml of ethanol and then 20 ml of concentrated hydrochloric acid is added thereto. The mixture is heated under reflux for 3 hours. The solvent is then distilled away from the reaction solution under reduced pressure, and the residue is recrystallized from tetrahydrofuran-ether to obtain 1.5 g of 1-(4-carboxymethylphenoxy)-3-(1-methyl-3-phenylpropylamino)-2-propanol... The product is Cl.C(=O)(O)CC1=CC=C(OCC(CNC(CCC2=CC=CC=C2)C)O)C=C1 (1-(4-carboxymethylphenoxy)-3-(1-methyl-3-phenylpropylamino)-2-propanol hydrochloride). Starting materials: C(C)OC(=O)CC1=CC=C(OCC(CNC(CCC2=CC=CC=C2)C)O)C=C1 (1-(4-ethoxycarbonylmethylphenoxy)-3-(1-methyl-3-phenylpropylamino)-2-propanol), C(C)OC(=O)CC1=CC=C(OCC(CNC(CCC2=CC=CC=C2)C)O)C=C1 (1-(4-ethoxycarbonylmethylphenoxy)-3-(1-methyl-3-phenylpropylamino)-2-propanol), Cl (hydrochloric acid). The solvent is C(C)O (ethanol). Yield: 49.0%. Reactants: FC(C=1C=C(C=C(C1)C(F)(F)F)[C@@H]1[C@@H](N(C(O1)=O)CC1=NC(=NC=C1C1=C(N=C(S1)C1=C(C=C(C(=O)O)C=C1)C)C)S(=O)(=O)C)C)(F)F (4-{5-[4-({(4S,5R)-5-[3,5-bis(trifluoromethyl)phenyl]-4-methyl-2-oxo-1,3-oxazolidin-3-yl}methyl)-2-(methylsulfonyl)pyrimidin-5-yl]-4-methyl-1,3-thiazol-2-yl}-3-methylbenzoic acid), FC(C=1C=C(C=C(C1)C(F)(F)F)[C@@H]1[C@@H](N(C(O1)=O)CC1=NC(=NC=C1C1=C(N=C(S1)C1=C(C=C(C(=O)O)C=C1)C)C)S(=O)(=O)C)C)(F)F (4-{5-[4-({(4S,5R)-5-[3,5-bis(trifluoromethyl)phenyl]-4-methyl-2-oxo-1,3-oxazolidin-3-yl}methyl)-2-(methylsulfonyl)pyrimidin-5-yl]-4-methyl-1,3-thiazol-2-yl}-3-methylbenzoic acid), N1CCOCC1 (morpholine), CCN(C(C)C)C(C)C (DIEA). The solvent is C1CCOC1 (THF). Reaction conditions: temperature 60 celsius, time 15 minute. Yields the product FC(C=1C=C(C=C(C1)C(F)(F)F)[C@@H]1[C@@H](N(C(O1)=O)CC1=NC(=NC=C1C1=C(N=C(S1)C1=C(C=C(C(=O)O)C=C1)C)C)N1CCOCC1)C)(F)F (4-{5-[4-({(4S,5R)-5-[3,5-Bis(trifluoromethyl)phenyl]-4-methyl-2-oxo-1,3-oxazolidin-3-yl}methyl)-2-(morpholin-4-yl)pyrimidin-5-yl]-4-methyl-1,3-thiazol-2-yl}-3-methylbenzoic acid). As a reaction SMILES: [F:1][C:2]([F:48])([F:47])[C:3]1[CH:4]=[C:5]([C@H:13]2[O:17][C:16](=[O:18])[N:15]([CH2:19][C:20]3[C:25]([C:26]4[S:30][C:29]([C:31]5[CH:39]=[CH:38][C:34]([C:35]([OH:37])=[O:36])=[CH:33][C:32]=5[CH3:40])=[N:28][C:27]=4[CH3:41])=[CH:24][N:23]=[C:22](S(C)(=O)=O)[N:21]=3)[C@H:14]2[CH3:46])[CH:6]=[C:7]([C:9]([F:12])([F:11])[F:10])[CH:8]=1.[NH:49]1[CH2:54][CH2:53][O:52][CH2:51][CH2:50]1.CCN(C(C)C)C(C)C>C1COCC1>[F:47][C:2]([F:1])([F:48])[C:3]1[CH:4]=[C:5]([C@H:13]2[O:17][C:16](=[O:18])[N:15]([CH2:19][C:20]3[C:25]([C:26]4[S:30][C:29]([C:31]5[CH:39]=[CH:38][C:34]([C:35]([OH:37])=[O:36])=[CH:33][C:32]=5[CH3:40])=[N:28][C:27]=4[CH3:41])=[CH:24][N:23]=[C:22]([N:49]4[CH2:54][CH2:53][O:52][CH2:51][CH2:50]4)[N:21]=3)[C@H:14]2[CH3:46])[CH:6]=[C:7]([C:9]([F:12])([F:10])[F:11])[CH:8]=1. Procedure: To a solution of 4-{5-[4-({(4S,5R)-5-[3,5-bis(trifluoromethyl)phenyl]-4-methyl-2-oxo-1,3-oxazolidin-3-yl}methyl)-2-(methylsulfonyl)pyrimidin-5-yl]-4-methyl-1,3-thiazol-2-yl}-3-methylbenzoic acid (INTERMEDIATE 54, 200 mg, 0.280 mmol) in THF (5 mL) was added morpholine (73.1 mg, 0.840 mmol) and DIEA (0.244 mL, 1.399 mmol). It was stirred at 60° C. for 15 minutes to see complete conversion by LCMS. The solvent was evaporated and the residue was purified on reverse phase HPLC, eluting with 10%-100% ... Starting materials: C(C(=O)Cl)(=O)Cl (oxalyl chloride), COC=1C=C(C=CC1OC)CC(=O)O (3,4-dimethoxyphenylacetic acid). The solvent is C1=CC=CC=C1 (benzene). Reaction conditions: time 6 hour. Product: COC=1C=C(C=CC1OC)CC(=O)C1=CC=CC=C1 (α-(3,4-dimethoxyphenyl)-acetophenone). Isolated yield 64.8%. Reaction SMILES: [C:1](Cl)(=O)[C:2](Cl)=O.[CH3:7][O:8][C:9]1[CH:10]=[C:11]([CH2:17][C:18]([OH:20])=O)[CH:12]=[CH:13][C:14]=1[O:15][CH3:16]>C1C=CC=CC=1>[CH3:7][O:8][C:9]1[CH:10]=[C:11]([CH2:17][C:18]([C:2]2[CH:1]=[CH:13][CH:14]=[CH:9][CH:10]=2)=[O:20])[CH:12]=[CH:13][C:14]=1[O:15][CH3:16]. Procedure details: Combine 3.9 g of oxalyl chloride, 2.0 g of 3,4-dimethoxyphenylacetic acid and 50 mL of benzene and stir the mixture at 60° C. for 2.5 h. Remove the excess oxalyl chloride by distillation and concentrate the solution to a volume of 20 mL. Cool the solution to room temperature and add slowly to a suspension of anhydrous aluminium chloride (1.6 g) in 300 mL of benzene over 12 h. Stir the reaction mixture for 6 h., pour into a mixture of ice and conc. hydrochloric acid, then extract with ethyl aceta... Reactants: C(C1=CC=CC=C1)N1CCC(CC1)CCC(C1=CC=C(C=C1)N1CCCC1)O (1-Benzyl-4-[3-hydroxy-3-(4-pyrrolidinophenyl)propyl]piperidine). Reagents/catalysts: Cl (hydrochloric acid). Yields the product C(C1=CC=CC=C1)N1CCC(CC1)C\C=C\C1=CC=C(C=C1)N1CCCC1 ((E)-1-Benzyl-4-[3-(4-pyrrolidinophenyl)-2-propen-1-yl]piperidine). Isolated yield 87.5%. Reaction SMILES: [CH2:1]([N:8]1[CH2:13][CH2:12][CH:11]([CH2:14][CH2:15][CH:16](O)[C:17]2[CH:22]=[CH:21][C:20]([N:23]3[CH2:27][CH2:26][CH2:25][CH2:24]3)=[CH:19][CH:18]=2)[CH2:10][CH2:9]1)[C:2]1[CH:7]=[CH:6][CH:5]=[CH:4][CH:3]=1>Cl>[CH2:1]([N:8]1[CH2:13][CH2:12][CH:11]([CH2:14]/[CH:15]=[CH:16]/[C:17]2[CH:22]=[CH:21][C:20]([N:23]3[CH2:24][CH2:25][CH2:26][CH2:27]3)=[CH:19][CH:18]=2)[CH2:10][CH2:9]1)[C:2]1[CH:7]=[CH:6][CH:5]=[CH:4][CH:3]=1. Procedure details: To an ethanolic solution (10 ml) of 0.3 g of the 1-benzyl-4-[3-hydroxy-3-(4-pyrrolidinophenyl)propyl]piperidine synthesized in Example 77 was added one drop of concentrated hydrochloric acid and the mixture was refluxed for 30 minutes. The solvent was then distilled off under reduced pressure and the residue was dissolved in dichloromethane. The solution was washed with water and dried over anhydrous sodium sulfate and the solvent was distilled off under reduced pressure to give crude crystals. ...